This data is from the Open Reaction Database (ORD), a public repository of structured organic reaction records. The task is: describe an organic reaction: reactants, conditions, products, and yield Procedure: By using 2-bromomethyl-5-nitrobenzoic acid ethyl ester and (4-amino-phenoxy)-acetic acid methyl ester instead of 2-bromomethyl-6-nitro-benzoic acid methyl ester and aniline used in Example 25, synthesis was performed in the same manner as that of Example 25 to obtain [4-(6-nitro-1-oxo-1,3-dihydro-isoindol-2-yl)-phenoxy]-acetic acid methyl ester (Compound 25) as a yellow green powdery substance. The product is COC(COC1=CC=C(C=C1)N1C(C2=CC(=CC=C2C1)[N+](=O)[O-])=O)=O ([4-(6-nitro-1-oxo-1,3-dihydro-isoindol-2-yl)-phenoxy]-acetic acid methyl ester). Starting materials: C(C)OC(C1=C(C=CC(=C1)[N+](=O)[O-])CBr)=O (2-bromomethyl-5-nitrobenzoic acid ethyl ester), COC(COC1=CC=C(C=C1)N)=O ((4-amino-phenoxy)-acetic acid methyl ester), NC1=CC=CC=C1 (aniline). RXN SMILES: C(O[C:4](=[O:16])[C:5]1[CH:10]=[C:9]([N+:11]([O-:13])=[O:12])[CH:8]=[CH:7][C:6]=1[CH2:14]Br)C.[CH3:17][O:18][C:19](=[O:29])[CH2:20][O:21][C:22]1[CH:27]=[CH:26][C:25]([NH2:28])=[CH:24][CH:23]=1.NC1C=CC=CC=1>>[CH3:17][O:18][C:19](=[O:29])[CH2:20][O:21][C:22]1[CH:27]=[CH:26][C:25]([N:28]2[CH2:14][C:6]3[C:5](=[CH:10][C:9]([N+:11]([O-:13])=[O:12])=[CH:8][CH:7]=3)[C:4]2=[O:16])=[CH:24][CH:23]=1. The reactants are ClC=1C=C(C=CC1F)NC(=S)C1=NON=C1CO[Si](C(C)C)(C(C)C)C(C)C (N-(3-chloro-4-fluorophenyl)-4-[(triisopropylsilyl)oxy]methyl-1,2,5-oxadiazole-3-carbothioamide), C(C)(C)N(C(C)C)CC (N,N-diisopropylethylamine), FC(S(=O)(=O)OC)(F)F (Methyl trifluoromethanesulfonate). Solvent: C(Cl)Cl (DCM). Reaction conditions: time 2 hour. Product: ClC=1C=C(C=CC1F)N=C(SC)C1=NON=C1CO[Si](C(C)C)(C(C)C)C(C)C (Methyl N-(3-chloro-4-fluorophenyl)-4-[(triisopropylsilyl)oxy]methyl-1,2,5-oxadiazole-3-carbimidothioate). As a reaction SMILES: [Cl:1][C:2]1[CH:3]=[C:4]([NH:9][C:10]([C:12]2[C:16]([CH2:17][O:18][Si:19]([CH:26]([CH3:28])[CH3:27])([CH:23]([CH3:25])[CH3:24])[CH:20]([CH3:22])[CH3:21])=[N:15][O:14][N:13]=2)=[S:11])[CH:5]=[CH:6][C:7]=1[F:8].[CH:29](N(CC)C(C)C)(C)C.FC(F)(F)S(OC)(=O)=O>C(Cl)Cl>[Cl:1][C:2]1[CH:3]=[C:4]([N:9]=[C:10]([C:12]2[C:16]([CH2:17][O:18][Si:19]([CH:23]([CH3:25])[CH3:24])([CH:26]([CH3:28])[CH3:27])[CH:20]([CH3:21])[CH3:22])=[N:15][O:14][N:13]=2)[S:11][CH3:29])[CH:5]=[CH:6][C:7]=1[F:8]. Procedure details: To a solution of N-(3-chloro-4-fluorophenyl)-4-[(triisopropylsilyl)oxy]methyl-1,2,5-oxadiazole-3-carbothioamide (3.3 g, 7.4 mmol) in anhydrous DCM (148 mL) under N2 was added N,N-diisopropylethylamine (DIPEA) (1.4 mL). Methyl trifluoromethanesulfonate (900 μL, 8.2 mmol) was then added dropwise and stirred for 2 hrs. The reaction was stripped to dryness and purified on a 330 g silica ISCO cartridge, eluting with 25% EtOAc/hexane to yield the desired product as a yellow oil that solidified upon st... The reactants are FC1=C(C=CC(=C1F)OCCC)C1=CC=C(C=C1)C=1[Se]C(=CC1)C=C (2-(2′,3′-difluoro-4′-propoxybiphenyl-4-yl)-5-vinylselenophene). The reagents and catalysts are [Pd] (Pd/C). Solvent: C(C)(=O)OCC.C1(=CC=CC=C1)C (ethyl acetate toluene). Yields the product FC1=C(C=CC(=C1F)OCCC)C1=CC=C(C=C1)C=1[Se]C(=CC1)CC (2-(2′,3′-Difluoro-4′-propoxybiphenyl-4-yl)-5-ethylselenophene). RXN SMILES: [F:1][C:2]1[C:7]([F:8])=[C:6]([O:9][CH2:10][CH2:11][CH3:12])[CH:5]=[CH:4][C:3]=1[C:13]1[CH:18]=[CH:17][C:16]([C:19]2[Se:20][C:21]([CH:24]=[CH2:25])=[CH:22][CH:23]=2)=[CH:15][CH:14]=1>C(OCC)(=O)C.C1(C)C=CC=CC=1.[Pd]>[F:1][C:2]1[C:7]([F:8])=[C:6]([O:9][CH2:10][CH2:11][CH3:12])[CH:5]=[CH:4][C:3]=1[C:13]1[CH:18]=[CH:17][C:16]([C:19]2[Se:20][C:21]([CH2:24][CH3:25])=[CH:22][CH:23]=2)=[CH:15][CH:14]=1 |f:1.2|. Procedure: 3.0 g (5.0 mmol) of 2-(2′,3′-difluoro-4′-propoxybiphenyl-4-yl)-5-vinylselenophene are hydrogenated in 90 ml of ethyl acetate/toluene (2:1), in the presence of Pd/C (5% of Pd) at atmospheric pressure and RT. The reaction soln. is filtered and concentrated to dryness. The crude product is purified by column chromatography (SiO2, n-heptane:toluene=2:1). The further purification is carried out by recrystallisation from n-heptane. 2-(2′,3′-Difluoro-4′-propoxybiphenyl-4-yl)-5-ethylselenophene is obtai...